This data is from the Open Reaction Database (ORD), a public repository of structured organic reaction records. The task is: describe an organic reaction: reactants, conditions, products, and yield The reactants are C(C1=CC=CC=C1)N1C(CC(C1)N(CC1=C(C=C(C=C1)F)F)C(=O)OC(C)(C)C)C(=O)O (1-benzyl-4-[tert-butoxycarbonyl-(2,4-difluoro-benzyl)-amino]-pyrrolidine-2-carboxylic acid), BrC=1C=C(C=CC1)N1CCNCC1 (1-(3-bromo-phenyl)-piperazine). The product is C(C1=CC=CC=C1)N1[C@@H](C[C@@H](C1)NCC1=C(C=C(C=C1)F)F)C(=O)N1CCN(CC1)C1=CC(=CC=C1)Br ([(2S,4S)-1-Benzyl-4-(2,4-difluoro-benzylamino)-pyrrolidin-2-yl]-[4-(3-bromo-phenyl)-piperazin-1-yl]-methanone). Yield: 16.0%. RXN SMILES: [CH2:1]([N:8]1[CH2:12][CH:11]([N:13](C(OC(C)(C)C)=O)[CH2:14][C:15]2[CH:20]=[CH:19][C:18]([F:21])=[CH:17][C:16]=2[F:22])[CH2:10][CH:9]1[C:30](O)=[O:31])[C:2]1[CH:7]=[CH:6][CH:5]=[CH:4][CH:3]=1.[Br:33][C:34]1[CH:35]=[C:36]([N:40]2[CH2:45][CH2:44][NH:43][CH2:42][CH2:41]2)[CH:37]=[CH:38][CH:39]=1>>[CH2:1]([N:8]1[CH2:12][C@@H:11]([NH:13][CH2:14][C:15]2[CH:20]=[CH:19][C:18]([F:21])=[CH:17][C:16]=2[F:22])[CH2:10][C@H:9]1[C:30]([N:43]1[CH2:44][CH2:45][N:40]([C:36]2[CH:37]=[CH:38][CH:39]=[C:34]([Br:33])[CH:35]=2)[CH2:41][CH2:42]1)=[O:31])[C:2]1[CH:7]=[CH:6][CH:5]=[CH:4][CH:3]=1. Procedure details: As described for Example 1f, 1-benzyl-4-[tert-butoxycarbonyl-(2,4-difluoro-benzyl)-amino]-pyrrolidine-2-carboxylic acid (60.0 mg, 0.134 mmol) was converted, using 1-(3-bromo-phenyl)-piperazine instead of 2-piperazin-1-yl-benzonitrile, to the title compound (12.6 mg, 16%) as light yellow oil. MS m/e=569.3 [M+H]+. Reactants: Cc1ccc(-c2ccc(OCc3ccccc3)cc2)n1CCCO, Cc1ccccc1, O=C(N=NC(=O)N1CCCCC1)N1CCCCC1, O, Oc1ccccc1-c1nc2ccccc2o1, c1ccc(P(c2ccccc2)c2ccccc2)cc1. The product is Cc1ccc(-c2ccc(OCc3ccccc3)cc2)n1CCCOc1ccccc1-c1nc2ccccc2o1. As a reaction SMILES: [CH2:1]([c:2]1[cH:3][cH:4][cH:5][cH:6][cH:7]1)[O:8][c:9]1[cH:10][cH:11][c:12](-[c:15]2[n:16]([CH2:21][CH2:22][CH2:23][OH:24])[c:17]([CH3:20])[cH:18][cH:19]2)[cH:13][cH:14]1.[CH3:78][c:79]1[cH:80][cH:81][cH:82][cH:83][cH:84]1.[N:60]([C:61]([N:62]1[CH2:63][CH2:64][CH2:65][CH2:66][CH2:67]1)=[O:68])=[N:69][C:70]([N:71]1[CH2:72][CH2:73][CH2:74][CH2:75][CH2:76]1)=[O:77].[OH2:85].[OH:25][c:26]1[c:27](-[c:32]2[o:33][c:34]3[c:35]([n:36]2)[cH:37][cH:38][cH:39][cH:40]3)[cH:28][cH:29][cH:30][cH:31]1.[c:41]1([P:42]([c:43]2[cH:44][cH:45][cH:46][cH:47][cH:48]2)[c:49]2[cH:50][cH:51][cH:52][cH:53][cH:54]2)[cH:55][cH:56][cH:57][cH:58][cH:59]1>>[CH2:1]([c:2]1[cH:3][cH:4][cH:5][cH:6][cH:7]1)[O:8][c:9]1[cH:10][cH:11][c:12](-[c:15]2[n:16]([CH2:21][CH2:22][CH2:23][O:24][c:26]3[c:27](-[c:32]4[o:33][c:34]5[c:35]([n:36]4)[cH:37][cH:38][cH:39][cH:40]5)[cH:28][cH:29][cH:30][cH:31]3)[c:17]([CH3:20])[cH:18][cH:19]2)[cH:13][cH:14]1. Reactants: CCc1cnc(N2CCN(C(=O)c3ccc(N4C(=O)OCC4CO)cc3)CC2)c(C)c1, CI. The product is CCc1cnc(N2CCN(C(=O)c3ccc(N4C(=O)OCC4COC)cc3)CC2)c(C)c1. Reaction SMILES: [CH2:1]([CH3:2])[c:3]1[cH:4][c:5]([CH3:31])[c:6]([N:9]2[CH2:10][CH2:11][N:12]([C:15](=[O:16])[c:17]3[cH:18][cH:19][c:20]([N:23]4[C:24](=[O:30])[O:25][CH2:26][CH:27]4[CH2:28][OH:29])[cH:21][cH:22]3)[CH2:13][CH2:14]2)[n:7][cH:8]1.[CH3:32][I:33]>>[CH2:1]([CH3:2])[c:3]1[cH:4][c:5]([CH3:31])[c:6]([N:9]2[CH2:10][CH2:11][N:12]([C:15](=[O:16])[c:17]3[cH:18][cH:19][c:20]([N:23]4[C:24](=[O:30])[O:25][CH2:26][CH:27]4[CH2:28][O:29][CH3:32])[cH:21][cH:22]3)[CH2:13][CH2:14]2)[n:7][cH:8]1. Starting materials: ClC=1C=C(C=CC1Cl)S(=O)(=O)N1C=2C=CC=CC2C2=CC=CC=C2C1CC(=O)O ([5-(3,4-dichloro-benzenesulfonyl)-5,6-dihydro-phenanthridin-6-yl]-acetic acid), Cl.Cl.N1(CCCC1)CC[C@@H]1CC[C@H](CC1)N (trans-4-(2-Pyrrolidin-1-yl-ethyl)-cyclohexylamine dihydrochloride). Product: ClC=1C=C(C=CC1Cl)S(=O)(=O)N1C=2C=CC=CC2C2=CC=CC=C2C1CC(=O)N[C@@H]1CC[C@H](CC1)CCN1CCCC1 (trans-2-[5-(3,4-Dichloro-benzenesulfonyl)-5,6-dihydro-phenanthridin-6-yl]-N-[4-(2-pyrrolidin-1-yl-ethyl)-cyclohexyl]-acetamide). As a reaction SMILES: [Cl:1][C:2]1[CH:3]=[C:4]([S:9]([N:12]2[CH:25]([CH2:26][C:27]([OH:29])=O)[C:24]3[C:19](=[CH:20][CH:21]=[CH:22][CH:23]=3)[C:18]3[CH:17]=[CH:16][CH:15]=[CH:14][C:13]2=3)(=[O:11])=[O:10])[CH:5]=[CH:6][C:7]=1[Cl:8].Cl.Cl.[N:32]1([CH2:37][CH2:38][C@H:39]2[CH2:44][CH2:43][C@H:42]([NH2:45])[CH2:41][CH2:40]2)[CH2:36][CH2:35][CH2:34][CH2:33]1>>[Cl:1][C:2]1[CH:3]=[C:4]([S:9]([N:12]2[CH:25]([CH2:26][C:27]([NH:45][C@H:42]3[CH2:43][CH2:44][C@H:39]([CH2:38][CH2:37][N:32]4[CH2:36][CH2:35][CH2:34][CH2:33]4)[CH2:40][CH2:41]3)=[O:29])[C:24]3[C:19](=[CH:20][CH:21]=[CH:22][CH:23]=3)[C:18]3[CH:17]=[CH:16][CH:15]=[CH:14][C:13]2=3)(=[O:10])=[O:11])[CH:5]=[CH:6][C:7]=1[Cl:8] |f:1.2.3|. Procedure details: The title compound was prepared from [5-(3,4-dichloro-benzenesulfonyl)-5,6-dihydro-phenanthridin-6-yl]-acetic acid (Example 2c) and trans-4-(2-pyrrolidin-1-yl-ethyl)-cyclohexylamine dihydrochloride (Reference Example 4) according to the method described in Example 1e. MS (EI) 627.2 (MH+).